This data is from the Open Reaction Database (ORD), a public repository of structured organic reaction records. The task is: describe an organic reaction: reactants, conditions, products, and yield Starting materials: CC1(C)NC(=O)C(C)(C)N1, O=CO, O. The product is CN1C(C)(C)NC(=O)C1(C)C. Reaction SMILES: [CH3:1][C:2]1([CH3:10])[NH:3][C:4]([CH3:8])([CH3:9])[C:5](=[O:7])[NH:6]1.[CH:11]([OH:12])=[O:13].[OH2:14]>>[CH3:1][C:2]1([CH3:10])[N:3]([CH3:11])[C:4]([CH3:8])([CH3:9])[C:5](=[O:7])[NH:6]1. Starting materials: ClCCCCCOC=1C=C(C=CC1)C(C=1SC2=C(N1)C=CC=C2)OC2CCN(CC2)C (2-[[3-(5-chloropentyloxy)phenyl](1-methyl-piperidin-4-yloxy)-methyl]benzothiazole), [N-]=[N+]=[N-].[Na+] (sodium azide), O (Water). Solvent: CS(=O)C (dimethylsulfoxide). Conditions: temperature 70 celsius. The product is N(=[N+]=[N-])CCCCCOC=1C=C(C=CC1)C(C=1SC2=C(N1)C=CC=C2)OC2CCN(CC2)C (2-[[3-(5-azidopentyloxy)phenyl](1-methyl-piperidin-4-yloxy)methyl]benzothiazole). As a reaction SMILES: Cl[CH2:2][CH2:3][CH2:4][CH2:5][CH2:6][O:7][C:8]1[CH:9]=[C:10]([CH:14]([O:24][CH:25]2[CH2:30][CH2:29][N:28]([CH3:31])[CH2:27][CH2:26]2)[C:15]2[S:16][C:17]3[CH:23]=[CH:22][CH:21]=[CH:20][C:18]=3[N:19]=2)[CH:11]=[CH:12][CH:13]=1.[N-:32]=[N+:33]=[N-:34].[Na+].O>CS(C)=O>[N:32]([CH2:2][CH2:3][CH2:4][CH2:5][CH2:6][O:7][C:8]1[CH:9]=[C:10]([CH:14]([O:24][CH:25]2[CH2:30][CH2:29][N:28]([CH3:31])[CH2:27][CH2:26]2)[C:15]2[S:16][C:17]3[CH:23]=[CH:22][CH:21]=[CH:20][C:18]=3[N:19]=2)[CH:11]=[CH:12][CH:13]=1)=[N+:33]=[N-:34] |f:1.2|. Procedure details: A mixture of 2-[[3-(5-chloropentyloxy)phenyl](1-methyl-piperidin-4-yloxy)-methyl]benzothiazole (200 mg) and sodium azide (85 mg) in dimethylsulfoxide (3 mL) is heated overnight at 70° C., then cooled back to room temperature. Water is added and the product is extracted with ethyl acetate. Pooled extracts are washed with water, then brine, dried over magnesium sulfate and concentrated under reduced pressure to give 2-[[3-(5-azidopentyloxy)phenyl](1-methyl-piperidin-4-yloxy)methyl]benzothiazole us... Starting materials: OCCN(S(=O)(=O)C1=C(N=C(S1)NC(C)=O)C)C (2-acetamido-4-methyl-thiazole-5-sulfonic acid (2-hydroxy-ethyl)-methyl-amide). Solvent: Cl (hydrochloric acid). Conditions: temperature 80 celsius. Product: OCCN(S(=O)(=O)C1=C(N=C(S1)N)C)C (2-Amino-4-methyl-thiazole-5-sulfonic acid (2-hydroxy-ethyl)-methyl-amide). Isolated yield 67.2%. Reaction SMILES: [OH:1][CH2:2][CH2:3][N:4]([CH3:18])[S:5]([C:8]1[S:12][C:11]([NH:13]C(=O)C)=[N:10][C:9]=1[CH3:17])(=[O:7])=[O:6]>Cl>[OH:1][CH2:2][CH2:3][N:4]([CH3:18])[S:5]([C:8]1[S:12][C:11]([NH2:13])=[N:10][C:9]=1[CH3:17])(=[O:6])=[O:7]. Procedure details: A stirred suspension of 2-acetamido-4-methyl-thiazole-5-sulfonic acid (2-hydroxy-ethyl)-methyl-amide (0.85 g,2.9 mmol) in 6N hydrochloric acid (13 ml) was heated for 2 h at 80° C., evaporated, and saturated NaHCO3 solution (50 ml) was added. The mixture was extracted with ethyl acetate (3×50 ml), the combined organic layers washed with brine (50 ml), dried (MgSO4) and evaporated. The crude product was further purified by crystallization (dichloromethane/MeOH/hexane) to yield the title compound (... Yields the product N1C(=NC=C1)NC(=O)N1C=NC=C1 (imidazole-1-carboxylic acid (1H-imidazol-2-yl)-amide). Starting materials: resultant mixture, S(=O)(=O)(O)O.NC=1NC=CN1 (2-aminoimidazole sulfate), CCN(C(C)C)C(C)C (DIPEA), C(=O)(N1C=NC=C1)N1C=NC=C1 (1,1′-carbonyldiimidazole). RXN SMILES: S(O)(O)(=O)=O.[NH2:6][C:7]1[NH:8][CH:9]=[CH:10][N:11]=1.[C:12](N1C=CN=C1)([N:14]1[CH:18]=[CH:17][N:16]=[CH:15]1)=[O:13].CCN(C(C)C)C(C)C>C(Cl)Cl>[NH:8]1[CH:9]=[CH:10][N:11]=[C:7]1[NH:6][C:12]([N:14]1[CH:18]=[CH:17][N:16]=[CH:15]1)=[O:13] |f:0.1|. The solvent is C(Cl)Cl (CH2Cl2). Reported procedure: To a stirred suspension of 2-aminoimidazole sulfate (667 mg, 5.05 mmol) in CH2Cl2 (25 mL) was added 1,1′-carbonyldiimidazole followed by DIPEA (2.70 mL, 15.50 mmol). The resultant mixture was stirred at room temperature overnight then concentrated under reduced pressure and provided 1.53 g of imidazole-1-carboxylic acid (1H-imidazol-2-yl)-amide as a brown solid. Reactants: COC(=O)c1cc(-c2ccccc2)c(NC(C)=O)c2cc(C(C)(C)C)oc12, O=C(O)O, O=C([O-])O, CO, [Na+], C1COCCO1, O. The product is COC(=O)c1cc(-c2ccccc2)c(N)c2cc(C(C)(C)C)oc12. Reaction SMILES: [C:1](=[O:2])([CH3:3])[NH:4][c:5]1[c:6](-[c:22]2[cH:23][cH:24][cH:25][cH:26][cH:27]2)[cH:7][c:8]([C:18](=[O:19])[O:20][CH3:21])[c:9]2[c:10]1[cH:11][c:12]([C:14]([CH3:15])([CH3:16])[CH3:17])[o:13]2.[C:34](=[O:35])([OH:36])[OH:37].[C:39](=[O:40])([OH:41])[O-:42].[CH3:44][OH:45].[Na+:43].[O:28]1[CH2:29][CH2:30][O:31][CH2:32][CH2:33]1.[OH2:38]>>[NH2:4][c:5]1[c:6](-[c:22]2[cH:23][cH:24][cH:25][cH:26][cH:27]2)[cH:7][c:8]([C:18](=[O:19])[O:20][CH3:21])[c:9]2[c:10]1[cH:11][c:12]([C:14]([CH3:15])([CH3:16])[CH3:17])[o:13]2. Procedure details: This compound was prepared in the same manner as for the title compound of Example 1, except that 2,6-diisopropylphenylacetic acid was replaced with 3,3-diphenylpropionic acid, mp 149°-152° C. As a reaction SMILES: CC(C1C=CC=C(C(C)C)C=1CC([C:16]1[C:17]([CH:30]([CH3:32])[CH3:31])=[C:18]([O:25][S:26](=[O:29])(=[O:28])[NH2:27])[C:19]([CH:22]([CH3:24])[CH3:23])=[CH:20][CH:21]=1)=O)C.C(C1C=CC=C(C(C)C)C=1CC(O)=O)(C)C.[C:49]1([CH:55]([C:60]2[CH:65]=[CH:64][CH:63]=[CH:62][CH:61]=2)[CH2:56][C:57](O)=[O:58])[CH:54]=[CH:53][CH:52]=[CH:51][CH:50]=1>>[O:58]=[C:57]([C:16]1[C:17]([CH:30]([CH3:32])[CH3:31])=[C:18]([O:25][S:26](=[O:29])(=[O:28])[NH2:27])[C:19]([CH:22]([CH3:23])[CH3:24])=[CH:20][CH:21]=1)[CH2:56][CH:55]([C:49]1[CH:54]=[CH:53][CH:52]=[CH:51][CH:50]=1)[C:60]1[CH:65]=[CH:64][CH:63]=[CH:62][CH:61]=1. The product is O=C(CC(C1=CC=CC=C1)C1=CC=CC=C1)C=1C(=C(C(=CC1)C(C)C)OS(N)(=O)=O)C(C)C (sulfamic acid(1-oxo-3,3-diphenylpropyl)-2,6-bis(1-methylethyl)phenyl ester). The reactants are CC(C)C1=C(C(=CC=C1)C(C)C)CC(=O)C=1C(=C(C(=CC1)C(C)C)OS(N)(=O)=O)C(C)C (Sulfamic acid[[2,6-bis(1-methylethyl)phenyl]-acetyl]-2,6-bis(1-methylethyl)phenyl ester), C(C)(C)C1=C(C(=CC=C1)C(C)C)CC(=O)O (2,6-diisopropylphenylacetic acid), C1(=CC=CC=C1)C(CC(=O)O)C1=CC=CC=C1 (3,3-diphenylpropionic acid). Reactants: Br[Mg]c1ccccc1, O=Cc1ccc2cc(Br)ccc2c1, C1CCOC1, [Cl-], [NH4+], COc1cc2nccc(S(=O)c3ccccc3)c2cc1OC. Yields the product COc1cc2nccc(C(O)c3ccc4cc(Br)ccc4c3)c2cc1OC. As a reaction SMILES: [Br:23][Mg:24][c:25]1[cH:26][cH:27][cH:28][cH:29][cH:30]1.[Br:31][c:32]1[cH:33][c:34]2[cH:35][cH:36][c:37]([CH:42]=[O:43])[cH:38][c:39]2[cH:40][cH:41]1.[CH2:46]1[O:47][CH2:48][CH2:49][CH2:50]1.[Cl-:44].[NH4+:45].[c:1]1([S:2](=[O:3])[c:9]2[cH:10][cH:11][n:12][c:13]3[cH:14][c:15]([O:21][CH3:22])[c:16]([O:19][CH3:20])[cH:17][c:18]23)[cH:4][cH:5][cH:6][cH:7][cH:8]1>>[c:9]1([CH:42]([c:37]2[cH:36][cH:35][c:34]3[cH:33][c:32]([Br:31])[cH:41][cH:40][c:39]3[cH:38]2)[OH:43])[cH:10][cH:11][n:12][c:13]2[cH:14][c:15]([O:21][CH3:22])[c:16]([O:19][CH3:20])[cH:17][c:18]12. The reactants are OC1C2=C(OCC3=C1C=CC=C3)C=CC(=C2)OCC2=NC3=CC=CC=C3C=C2 (11-Hydroxy-2-(quinolin-2-yl)methoxy-6,11-dihydrodibenz[b,e]oxepine), C(CS)(=O)O (thioglycolic acid). Product: C(=O)(O)CSC1C2=C(OCC3=C1C=CC=C3)C=CC(=C2)OCC2=NC3=CC=CC=C3C=C2 (11-Carboxymethylthio-2-(quinolin-2-yl)methoxy-6,11-dihydrodibenz[b,e]oxepine). RXN SMILES: O[CH:2]1[C:8]2[CH:9]=[CH:10][CH:11]=[CH:12][C:7]=2[CH2:6][O:5][C:4]2[CH:13]=[CH:14][C:15]([O:17][CH2:18][C:19]3[CH:28]=[CH:27][C:26]4[C:21](=[CH:22][CH:23]=[CH:24][CH:25]=4)[N:20]=3)=[CH:16][C:3]1=2.[C:29]([OH:33])(=[O:32])[CH2:30][SH:31]>>[C:29]([CH2:30][S:31][CH:2]1[C:8]2[CH:9]=[CH:10][CH:11]=[CH:12][C:7]=2[CH2:6][O:5][C:4]2[CH:13]=[CH:14][C:15]([O:17][CH2:18][C:19]3[CH:28]=[CH:27][C:22]4[C:21](=[CH:26][CH:25]=[CH:24][CH:23]=4)[N:20]=3)=[CH:16][C:3]1=2)([OH:33])=[O:32]. Procedure details: 11-Hydroxy-2-(quinolin-2-yl)methoxy-6,11-dihydrodibenz[b,e]oxepine and thioglycolic acid were used and reacted in the same manner as in Example 1 to obtain the title compound. Reactants: 13.6, BrCC(=O)C1=C(C=C(C=C1)Cl)Cl (2-bromo-1-(2,4-dichlorophenyl)-1-ethanone), C1=C(C=CC2=CC=CC=C12)OCC(CO)O (3-(2-naphtalenyloxy)-1,2-propanediol), CC1=CC=C(C=C1)S(=O)(=O)O (4-methylbenzenesulfonic acid), C1=CC=CC=C1 (benzene). Solvent: C(CCC)O (butanol), O (water). Product: BrCC1(OCC(O1)COC1=CC2=CC=CC=C2C=C1)C1=C(C=C(C=C1)Cl)Cl (2-(bromomethyl)-2-(2,4-dichlorophenyl)-4-[(2-naphthalenyloxy)methyl]-1,3-dioxo-lane). RXN SMILES: [Br:1][CH2:2][C:3]([C:5]1[CH:10]=[CH:9][C:8]([Cl:11])=[CH:7][C:6]=1[Cl:12])=[O:4].[CH:13]1[C:22]2[C:17](=[CH:18][CH:19]=[CH:20][CH:21]=2)[CH:16]=[CH:15][C:14]=1[O:23][CH2:24][CH:25]([OH:28])[CH2:26]O.CC1C=CC(S(O)(=O)=O)=CC=1.C1C=CC=CC=1>O.C(O)CCC>[Br:1][CH2:2][C:3]1([C:5]2[CH:10]=[CH:9][C:8]([Cl:11])=[CH:7][C:6]=2[Cl:12])[O:28][CH:25]([CH2:24][O:23][C:14]2[CH:15]=[CH:16][C:17]3[C:22](=[CH:21][CH:20]=[CH:19][CH:18]=3)[CH:13]=2)[CH2:26][O:4]1. Procedure details: A mixture of 13.6 parts of 2-bromo-1-(2,4-dichlorophenyl)-1-ethanone, 13.1 parts of 3-(2-naphtalenyloxy)-1,2-propanediol, 3 parts of 4-methylbenzenesulfonic acid, 180 parts of benzene and 80 parts of butanol is stirred and refluxed for 12 hours with water-separator. The reaction mixture is evaporated and the residue is triturated in methanol. The product is filtered off and crystallized from 2-propanol, yielding A 2-(bromomethyl)-2-(2,4-dichlorophenyl)-4-[(2-naphthalenyloxy)methyl]-1,3-dioxo-lan...